This data is from the Open Reaction Database (ORD), a public repository of structured organic reaction records. The task is: describe an organic reaction: reactants, conditions, products, and yield Procedure: The mixture of 2 g of 2-amino-3-cyano-4-hydroxy-6-(4-methylpiperazino)quinoline and 4 mL of phosphoryl chloride is stirred at 120° C. for 4 hours. The cooled reaction mixture is poured onto 40 g of ice, the pH of the mixture is adjusted to 8 with 10% NaOH solution, and the precipitated material is filtered off. After drying 1.5 g of the title compound is obtained, m.p.: 189° C. As a reaction SMILES: [NH2:1][C:2]1[C:11]([C:12]#[N:13])=[C:10](O)[C:9]2[C:4](=[CH:5][CH:6]=[C:7]([N:15]3[CH2:20][CH2:19][N:18]([CH3:21])[CH2:17][CH2:16]3)[CH:8]=2)[N:3]=1.P(Cl)(Cl)([Cl:24])=O.[OH-].[Na+]>>[NH2:1][C:2]1[C:11]([C:12]#[N:13])=[C:10]([Cl:24])[C:9]2[C:4](=[CH:5][CH:6]=[C:7]([N:15]3[CH2:20][CH2:19][N:18]([CH3:21])[CH2:17][CH2:16]3)[CH:8]=2)[N:3]=1 |f:2.3|. Starting materials: [OH-].[Na+] (NaOH), NC1=NC2=CC=C(C=C2C(=C1C#N)O)N1CCN(CC1)C (2-amino-3-cyano-4-hydroxy-6-(4-methylpiperazino)quinoline), P(=O)(Cl)(Cl)Cl (phosphoryl chloride), ice. Product: NC1=NC2=CC=C(C=C2C(=C1C#N)Cl)N1CCN(CC1)C (2-Amino-3-cyano-4-chloro-6-(4-methylpiperazin-1-yl)quinoline). Reaction conditions: temperature 120 celsius, time 4 hour.